From a dataset of the Open Reaction Database (ORD), a public repository of structured organic reaction records. describe an organic reaction: reactants, conditions, products, and yield The reactants are Cl, [Na+], CCOC(=O)c1cc(NC(=O)c2c[nH]c3ccccc3c2=O)cc2[nH]ccc12, [OH-], O. Yields the product O=C(Nc1cc(C(=O)O)c2cc[nH]c2c1)c1c[nH]c2ccccc2c1=O. As a reaction SMILES: [ClH:31].[Na+:30].[O:1]=[c:2]1[c:3]([C:12](=[O:13])[NH:14][c:15]2[cH:16][c:17]([C:24](=[O:25])[O:26][CH2:27][CH3:28])[c:18]3[cH:19][cH:20][nH:21][c:22]3[cH:23]2)[cH:4][nH:5][c:6]2[cH:7][cH:8][cH:9][cH:10][c:11]12.[OH-:29].[OH2:32]>>[O:1]=[c:2]1[c:3]([C:12](=[O:13])[NH:14][c:15]2[cH:16][c:17]([C:24](=[O:25])[OH:26])[c:18]3[cH:19][cH:20][nH:21][c:22]3[cH:23]2)[cH:4][nH:5][c:6]2[cH:7][cH:8][cH:9][cH:10][c:11]12.